This data is from the Open Reaction Database (ORD), a public repository of structured organic reaction records. The task is: describe an organic reaction: reactants, conditions, products, and yield Starting materials: CC1C(=O)N(C(CO)CCN2CCC3(CC3)C(O)C2)CCN1C(=O)OCc1ccccc1, CCN=C=O, CC#N. As a reaction SMILES: [CH2:1]([c:2]1[cH:3][cH:4][cH:5][cH:6][cH:7]1)[O:8][C:9](=[O:10])[N:11]1[CH:12]([CH3:32])[C:13](=[O:31])[N:14]([CH:17]([CH2:18][CH2:19][N:20]2[CH2:21][CH:22]([OH:28])[C:23]3([CH2:24][CH2:25]3)[CH2:26][CH2:27]2)[CH2:29][OH:30])[CH2:15][CH2:16]1.[CH2:33]([CH3:34])[N:35]=[C:36]=[O:37].[CH3:38][C:39]#[N:40]>>[CH2:1]([c:2]1[cH:3][cH:4][cH:5][cH:6][cH:7]1)[O:8][C:9](=[O:10])[N:11]1[CH:12]([CH3:32])[C:13](=[O:31])[N:14]([CH:17]([CH2:18][CH2:19][N:20]2[CH2:21][CH:22]([OH:28])[C:23]3([CH2:24][CH2:25]3)[CH2:26][CH2:27]2)[CH2:29][O:30][C:36]([NH:35][CH2:33][CH3:34])=[O:37])[CH2:15][CH2:16]1. The product is CCNC(=O)OCC(CCN1CCC2(CC2)C(O)C1)N1CCN(C(=O)OCc2ccccc2)C(C)C1=O. The solvent is CO (methanol). The product is N1(N=CN=C1)C1=CC(=C(C(=O)O)C=C1)C(F)(F)F (4-(1,2,4-triazol-1-yl)-2-trifluoromethylbenzoic acid). As a reaction SMILES: [N:1]1([C:6]2[CH:15]=[CH:14][C:9]([C:10]([O:12]C)=[O:11])=[C:8]([C:16]([F:19])([F:18])[F:17])[CH:7]=2)[CH:5]=[N:4][CH:3]=[N:2]1.[OH-].[Na+]>CO>[N:1]1([C:6]2[CH:15]=[CH:14][C:9]([C:10]([OH:12])=[O:11])=[C:8]([C:16]([F:17])([F:19])[F:18])[CH:7]=2)[CH:5]=[N:4][CH:3]=[N:2]1 |f:1.2|. Yield: 69.1%. Conditions: time 4 hour. Procedure: To a solution of methyl 4-(1,2,4-triazol-1-yl)-2-trifluoromethylbenzoate (5.07 g) in methanol was added aqueous sodium hydroxide (1.50 g) at 20° C. The mixture was stirred for 4 hours, partially evaporated and extracted with ether. The aqueous layer was acidified (aqueous citric acid) and extracted with ethyl acetate. The organic layer was dried (magnesium sulfate), and evaporated to give 4-(1,2,4-triazol-1-yl)-2-trifluoromethylbenzoic acid (3.32 g), NMR 8.25(1H), 8.34-8.42(3H), 10.00(s,1H). Reactants: N1(N=CN=C1)C1=CC(=C(C(=O)OC)C=C1)C(F)(F)F (methyl 4-(1,2,4-triazol-1-yl)-2-trifluoromethylbenzoate), [OH-].[Na+] (sodium hydroxide). The solvent is CN1CCCN(C1=O)C (DMPU), C1CCOC1 (THF), C1CCOC1 (THF). Reactants: COCCOCCl (2-methoxyethoxymethyl chloride), [H-].[Na+] (NaH), OC=1C=C(C=O)C=CC1 (3-hydroxybenzaldehyde), [BH4-].[Na+] (NaBH4). Procedure: To a cooled suspension (0° C.) of 60% NaH (660 mg, 16.5 mmol) in THF (35 mL) is added dropwise a solution of 3-hydroxybenzaldehyde (1.89 g, 15 mmol) in THF (15 mL) and the resulting mixture stirred for 20 min. To the mixture is added 2-methoxyethoxymethyl chloride (1.88 mL, 16.5 mmol) and DMPU (5 mL), the cold bath removed and stirred for 1 hr. The reaction mixture is cooled to 0° C. then slowly added 2M NaBH4 (in triglyme) (3.75 mL, 7.5 mmol) and let stir for 1 hr. Slowly quenched with 2N HCl s... Conditions: temperature 0 celsius, time 20 minute. Product: COCCOCOC=1C=C(C=CC1)CO ([3-(2-Methoxy-ethoxymethoxy)-phenyl]-methanol). Reaction SMILES: [H-].[Na+].[OH:3][C:4]1[CH:5]=[C:6]([CH:9]=[CH:10][CH:11]=1)[CH:7]=[O:8].[CH3:12][O:13][CH2:14][CH2:15][O:16][CH2:17]Cl.[BH4-].[Na+]>C1COCC1.CN1C(=O)N(C)CCC1>[CH3:12][O:13][CH2:14][CH2:15][O:16][CH2:17][O:3][C:4]1[CH:5]=[C:6]([CH2:7][OH:8])[CH:9]=[CH:10][CH:11]=1 |f:0.1,4.5|.